This data is from the Open Reaction Database (ORD), a public repository of structured organic reaction records. The task is: describe an organic reaction: reactants, conditions, products, and yield Starting materials: FC(C=1C=C(C=CC1)S)(F)F (3-trifluoromethylthiophenol), [OH-].[Na+] (sodium hydroxide), ClCCC#N (β-chloropropionitrile). Run in O (water). Product: FC(C=1C=C(C=CC1)SCCC#N)(F)F (3-(3-trifluoromethylphenylthio)-propionitrile). As a reaction SMILES: [F:1][C:2]([F:11])([F:10])[C:3]1[CH:4]=[C:5]([SH:9])[CH:6]=[CH:7][CH:8]=1.[OH-].[Na+].Cl[CH2:15][CH2:16][C:17]#[N:18]>O>[F:11][C:2]([F:1])([F:10])[C:3]1[CH:4]=[C:5]([S:9][CH2:15][CH2:16][C:17]#[N:18])[CH:6]=[CH:7][CH:8]=1 |f:1.2|. Procedure: A solution of 15.9 g (0.09 mol) of 3-trifluoromethylthiophenol and 3.8 g (0.095 mol) of sodium hydroxide pellets in 100 ml of water is heated at 65°-70° C and 8.5 g (0.095 mol) of β-chloropropionitrile are added dropwise whilst stirring. The mixture is heated for a quarter of an hour to the reflux temperature and is then cooled and extracted with ether, and the extract is washed with water and dried with magnesium sulphate. This gives 3-(3-trifluoromethylphenylthio)-propionitrile, which is not i... Reactants: c1ccc(Cc2ccccc2)cc1, C=CCN=C=O, CC(C)OC(C)C, FC(F)(F)c1cccc(OC2CNC2)c1. Product: C=CCNC(=O)N1CC(Oc2cccc(C(F)(F)F)c2)C1. As a reaction SMILES: [CH2:16]([c:17]1[cH:18][cH:19][cH:20][cH:21][cH:22]1)[c:23]1[cH:24][cH:25][cH:26][cH:27][cH:28]1.[CH2:29]([CH:30]=[CH2:31])[N:32]=[C:33]=[O:34].[CH:35]([O:36][CH:37]([CH3:38])[CH3:39])([CH3:40])[CH3:41].[F:1][C:2]([c:3]1[cH:4][c:5]([O:6][CH:7]2[CH2:8][NH:9][CH2:10]2)[cH:11][cH:12][cH:13]1)([F:14])[F:15]>>[F:1][C:2]([c:3]1[cH:4][c:5]([O:6][CH:7]2[CH2:8][N:9]([C:33]([NH:32][CH2:29][CH:30]=[CH2:31])=[O:34])[CH2:10]2)[cH:11][cH:12][cH:13]1)([F:14])[F:15]. The reactants are BrC1=CC=C(C=C1)[C@H](C)N(C(OC)=O)CC[C@@](CC=C)(C1=CC=C(C=C1)F)N[S@@](=O)C(C)(C)C (methyl (S)-1-(4-bromophenyl)ethyl((S)-3-((S)-1,1-dimethylethylsulfinamido)-3-(4-fluorophenyl)hex-5-enyl)carbamate), Cl (HCl), O1CCOCC1 (dioxane). The product is N[C@](CCN(C(OC)=O)[C@@H](C)C1=CC=C(C=C1)Br)(CC=C)C1=CC=C(C=C1)F (methyl (S)-3-amino-3-(4-fluorophenyl)hex-5-enyl((S)-1-(4-bromophenyl)ethyl)carbamate). As a reaction SMILES: [Br:1][C:2]1[CH:7]=[CH:6][C:5]([C@@H:8]([N:10]([CH2:15][CH2:16][C@:17]([NH:28][S@](C(C)(C)C)=O)([C:21]2[CH:26]=[CH:25][C:24]([F:27])=[CH:23][CH:22]=2)[CH2:18][CH:19]=[CH2:20])[C:11](=[O:14])[O:12][CH3:13])[CH3:9])=[CH:4][CH:3]=1.Cl.O1CCOCC1>>[NH2:28][C@@:17]([C:21]1[CH:26]=[CH:25][C:24]([F:27])=[CH:23][CH:22]=1)([CH2:18][CH:19]=[CH2:20])[CH2:16][CH2:15][N:10]([C@H:8]([C:5]1[CH:6]=[CH:7][C:2]([Br:1])=[CH:3][CH:4]=1)[CH3:9])[C:11](=[O:14])[O:12][CH3:13]. Procedure: A 50-mL round-bottomed flask was charged with methyl (S)-1-(4-bromophenyl)ethyl((S)-3-((S)-1,1-dimethylethylsulfinamido)-3-(4-fluorophenyl)hex-5-enyl)carbamate (96 mg, 0.17 mmol) and 4 M HCl in dioxane (10 mL, 40 mmol) while cooling in an ice-water bath. The reaction mixture was concentrated to give crude methyl (S)-3-amino-3-(4-fluorophenyl)hex-5-enyl((S)-1-(4-bromophenyl)ethyl)carbamate, which was used to the next step without purification. The reactants are CC(C)(CC=C)O (2-methylpent-4-en-2-ol), [H-].[Na+] (sodium hydride), C(C=C)Br (allyl bromide). Run in CN(C=O)C (N,N-dimethylformamide). Reaction conditions: temperature 0 celsius, time 1 hour. Product: C(C=C)OC(CC=C)(C)C (4-(allyloxy)-4-methylpent-1-ene). Isolated yield 156.9%. Reaction SMILES: [H-].[Na+].[CH3:3][C:4]([OH:9])([CH2:6][CH:7]=[CH2:8])[CH3:5].[CH2:10](Br)[CH:11]=[CH2:12]>CN(C)C=O>[CH2:12]([O:9][C:4]([CH3:5])([CH3:3])[CH2:6][CH:7]=[CH2:8])[CH:11]=[CH2:10] |f:0.1|. Procedure details: To a suspension of sodium hydride (60%, 24 g, 60 mmol) in N,N-dimethylformamide (150 mL) at 0° C. was slowly added 2-methylpent-4-en-2-ol (20.0 g, 200 mmol). After 1 hour at 0° C., allyl bromide (48.0 g 400 mmol) was slowly added at 0˜5° C., and the reaction mixture was stirred at 0° C. for another 1 hour. The reaction was quenched with aq. ammonium chloride solution and extracted with tert-butyl methyl ether. The combined organic layers were washed with water and brine, dried over sodium sulfat... Yields the product COc1ccc2c(Oc3ccc(Nc4nnc(-c5ccc(C(F)(F)F)cc5)c5ccccc45)cc3)c(F)cnc2c1. The reactants are O=C([O-])[O-], Cc1ccccc1, COc1ccc2c(Cl)c(F)cnc2c1, ClCCl, [Cs+], [Cs+], Oc1ccc(Nc2nnc(-c3ccc(C(F)(F)F)cc3)c3ccccc23)cc1, O. RXN SMILES: [C:43](=[O:44])([O-:45])[O-:46].[CH3:49][c:50]1[cH:51][cH:52][cH:53][cH:54][cH:55]1.[Cl:1][c:2]1[c:3]([F:14])[cH:4][n:5][c:6]2[cH:7][c:8]([O:12][CH3:13])[cH:9][cH:10][c:11]12.[Cl:57][CH2:58][Cl:59].[Cs+:47].[Cs+:48].[F:15][C:16]([c:17]1[cH:18][cH:19][c:20](-[c:23]2[n:24][n:25][c:26]([NH:33][c:34]3[cH:35][cH:36][c:37]([OH:40])[cH:38][cH:39]3)[c:27]3[cH:28][cH:29][cH:30][cH:31][c:32]23)[cH:21][cH:22]1)([F:41])[F:42].[OH2:56]>>[c:2]1([O:40][c:37]2[cH:36][cH:35][c:34]([NH:33][c:26]3[n:25][n:24][c:23](-[c:20]4[cH:19][cH:18][c:17]([C:16]([F:15])([F:41])[F:42])[cH:22][cH:21]4)[c:32]4[c:27]3[cH:28][cH:29][cH:30][cH:31]4)[cH:39][cH:38]2)[c:3]([F:14])[cH:4][n:5][c:6]2[cH:7][c:8]([O:12][CH3:13])[cH:9][cH:10][c:11]12.